Dataset: the Open Reaction Database (ORD), a public repository of structured organic reaction records. Task: describe an organic reaction: reactants, conditions, products, and yield Reactants: OC1CCOc2c(Br)cc(Br)cc21, CCOC(C)=O, C1CCC2=NCCCN2CC1, C1CCOC1, [N-]=[N+]=NP(=O)(c1ccccc1)c1ccccc1. Product: [N-]=[N+]=NC1CCOc2c(Br)cc(Br)cc21. As a reaction SMILES: [Br:1][c:2]1[cH:3][c:4]2[c:9]([c:10]([Br:12])[cH:11]1)[O:8][CH2:7][CH2:6][CH:5]2[OH:13].[CH2:47]([O:48][C:49](=[O:50])[CH3:51])[CH3:52].[N:31]12[CH2:32][CH2:33][CH2:34][N:35]=[C:36]1[CH2:37][CH2:38][CH2:39][CH2:40][CH2:41]2.[O:42]1[CH2:43][CH2:44][CH2:45][CH2:46]1.[c:14]1([P:15]([c:16]2[cH:17][cH:18][cH:19][cH:20][cH:21]2)(=[O:22])[N:28]=[N+:29]=[N-:30])[cH:23][cH:24][cH:25][cH:26][cH:27]1>>[Br:1][c:2]1[cH:3][c:4]2[c:9]([c:10]([Br:12])[cH:11]1)[O:8][CH2:7][CH2:6][CH:5]2[N:28]=[N+:29]=[N-:30]. The reactants are FC1=CC2=C(NC(=N2)NC2=CC=C(C=C2)OC2=NC=CC=C2C2=NC(=NC=C2)S(=O)(=O)C)C=C1F (5,6-difluoro-N-(4-(3-(2-(methylsulfonyl)pyrimidin-4-yl)pyridin-2-yloxy)phenyl)-1H-benzo[d]imidazol-2-amine), CN1CCN(CC1)C1=CC=C(C=C1)N (4-(4-methylpiperazin-1-yl)benzenamine), C(=O)(C(F)(F)F)O (TFA). Solvent: CC(C)O (2-propanol). Conditions: temperature 90 celsius, time 4 day. The product is FC1=CC2=C(NC(=N2)NC2=CC=C(C=C2)OC2=NC=CC=C2C2=NC(=NC=C2)NC2=CC=C(C=C2)N2CCN(CC2)C)C=C1F (5,6-difluoro-N-(4-(3-(2-(4-(4-methylpiperazin-1-yl)phenylamino)pyrimidin-4-yl)pyridin-2-yloxy)phenyl)-1H-benzo[d]imidazol-2-amine). RXN SMILES: [F:1][C:2]1[C:34]([F:35])=[CH:33][C:5]2[NH:6][C:7]([NH:9][C:10]3[CH:15]=[CH:14][C:13]([O:16][C:17]4[C:22]([C:23]5[CH:28]=[CH:27][N:26]=[C:25](S(C)(=O)=O)[N:24]=5)=[CH:21][CH:20]=[CH:19][N:18]=4)=[CH:12][CH:11]=3)=[N:8][C:4]=2[CH:3]=1.[CH3:36][N:37]1[CH2:42][CH2:41][N:40]([C:43]2[CH:48]=[CH:47][C:46]([NH2:49])=[CH:45][CH:44]=2)[CH2:39][CH2:38]1.C(O)(C(F)(F)F)=O>CC(O)C>[F:1][C:2]1[C:34]([F:35])=[CH:33][C:5]2[NH:6][C:7]([NH:9][C:10]3[CH:15]=[CH:14][C:13]([O:16][C:17]4[C:22]([C:23]5[CH:28]=[CH:27][N:26]=[C:25]([NH:49][C:46]6[CH:45]=[CH:44][C:43]([N:40]7[CH2:39][CH2:38][N:37]([CH3:36])[CH2:42][CH2:41]7)=[CH:48][CH:47]=6)[N:24]=5)=[CH:21][CH:20]=[CH:19][N:18]=4)=[CH:12][CH:11]=3)=[N:8][C:4]=2[CH:3]=1. Procedure: A resealable pressure bottle, under nitrogen, was charged with 5,6-difluoro-N-(4-(3-(2-(methylsulfonyl)pyrimidin-4-yl)pyridin-2-yloxy)phenyl)-1H-benzo[d]imidazol-2-amine (0.13 g, 0.26 mmol), 4-(4-methylpiperazin-1-yl)benzenamine (0.25 g, 1.31 mmol), TFA (0.12 ml, 1.58 mmol), and 2-propanol (10.00 ml, 0.03 M). The reaction vessel was sealed and the mixture stirred at 90° C. for 4 days. The reaction mixture was cooled to RT and concentrated to brown residue. The residue was purified by Biotage sil... Reactants: C1CCOC1, C[Si](C)(C)[N-][Si](C)(C)C, COc1ccc(N)cn1, COc1ccc(CN(Cc2ccc(OC)cc2)c2cc(-c3cc(CN4CCN(S(C)(=O)=O)CC4)cnc3F)nc(C)n2)cc1, [Li+]. The product is COc1ccc(CN(Cc2ccc(OC)cc2)c2cc(-c3cc(CN4CCN(S(C)(=O)=O)CC4)cnc3Nc3ccc(OC)nc3)nc(C)n2)cc1. RXN SMILES: [CH2:64]1[O:65][CH2:66][CH2:67][CH2:68]1.[CH3:1][Si:2]([N-:3][Si:4]([CH3:5])([CH3:6])[CH3:7])([CH3:8])[CH3:9].[CH3:55][O:56][c:57]1[cH:58][cH:59][c:60]([NH2:63])[cH:61][n:62]1.[F:11][c:12]1[n:13][cH:14][c:15]([CH2:44][N:45]2[CH2:46][CH2:47][N:48]([S:51](=[O:52])(=[O:53])[CH3:54])[CH2:49][CH2:50]2)[cH:16][c:17]1-[c:18]1[cH:19][c:20]([N:25]([CH2:26][c:27]2[cH:28][cH:29][c:30]([O:33][CH3:34])[cH:31][cH:32]2)[CH2:35][c:36]2[cH:37][cH:38][c:39]([O:42][CH3:43])[cH:40][cH:41]2)[n:21][c:22]([CH3:24])[n:23]1.[Li+:10]>>[c:12]1([NH:63][c:60]2[cH:59][cH:58][c:57]([O:56][CH3:55])[n:62][cH:61]2)[n:13][cH:14][c:15]([CH2:44][N:45]2[CH2:46][CH2:47][N:48]([S:51](=[O:52])(=[O:53])[CH3:54])[CH2:49][CH2:50]2)[cH:16][c:17]1-[c:18]1[cH:19][c:20]([N:25]([CH2:26][c:27]2[cH:28][cH:29][c:30]([O:33][CH3:34])[cH:31][cH:32]2)[CH2:35][c:36]2[cH:37][cH:38][c:39]([O:42][CH3:43])[cH:40][cH:41]2)[n:21][c:22]([CH3:24])[n:23]1.